Dataset: the Open Reaction Database (ORD), a public repository of structured organic reaction records. Task: describe an organic reaction: reactants, conditions, products, and yield The reactants are BrC=1C=CC(=C(C(=O)C2=NC=CC=C2OCOC)C1)OCOC (2-(5-bromo-2-methoxymethoxybenzoyl)-3-methoxymethoxypyridine), Cl (hydrochloric acid). Solvent: CO (methanol). Run at time 70 hour. Yields the product BrC=1C=CC(=C(C(=O)C2=NC=CC=C2O)C1)O (2-(5-bromo-2-hydroxybenzoyl)-3-hydroxypyridine). Yield: 92.1%. As a reaction SMILES: [Br:1][C:2]1[CH:3]=[CH:4][C:5]([O:20]COC)=[C:6]([CH:19]=1)[C:7]([C:9]1[C:14]([O:15]COC)=[CH:13][CH:12]=[CH:11][N:10]=1)=[O:8].Cl>CO>[Br:1][C:2]1[CH:3]=[CH:4][C:5]([OH:20])=[C:6]([CH:19]=1)[C:7]([C:9]1[C:14]([OH:15])=[CH:13][CH:12]=[CH:11][N:10]=1)=[O:8]. Procedure: A mixture of 2-(5-bromo-2-methoxymethoxybenzoyl)-3-methoxymethoxypyridine (1.89 g), hydrochloric acid (10 ml) and methanol (80 ml) was stirred for 70 hours at room temperature. The reaction mixture was concentrated, which was partitioned with ethyl acetate-water. The organic layer was washed with a saturated aqueous saline solution, dried (anhydrous sodium sulfate) and concentrated. The concentrate was purified by means of a silica gel column chromatography (eluted with ethyl acetate/hexane) to ... The reactants are S(N)(O)(=O)=O (sulfamic acid), Cl(=O)[O-].[Na+] (sodium chlorite), P(=O)(O)(O)[O-].[K+] (potassium dihydrogen phosphate), BrC=1N=C2C(=NC1Cl)N(C=C2C=O)COCC[Si](C)(C)C (2-bromo-3-chloro-5-(2-trimethylsilanyl-ethoxymethyl)-5H-pyrrolo[2,3-b]pyrazine-7-carbaldehyde). The solvent is O (water), O (water), O1CCOCC1 (1,4-dioxane). Conditions: time 8 hour. The product is BrC=1N=C2C(=NC1Cl)N(C=C2C(=O)O)COCC[Si](C)(C)C (2-bromo-3-chloro-5-(2-trimethylsilanyl-ethoxymethyl)-5H-pyrrolo[2,3-b]pyrazine-7-carboxylic acid). Isolated yield 79.2%. As a reaction SMILES: [Br:1][C:2]1[N:3]=[C:4]2[C:11]([CH:12]=[O:13])=[CH:10][N:9]([CH2:14][O:15][CH2:16][CH2:17][Si:18]([CH3:21])([CH3:20])[CH3:19])[C:5]2=[N:6][C:7]=1[Cl:8].S(=O)(=O)([OH:24])N.Cl([O-])=O.[Na+].P([O-])(O)(O)=O.[K+]>O.O1CCOCC1>[Br:1][C:2]1[N:3]=[C:4]2[C:11]([C:12]([OH:24])=[O:13])=[CH:10][N:9]([CH2:14][O:15][CH2:16][CH2:17][Si:18]([CH3:21])([CH3:20])[CH3:19])[C:5]2=[N:6][C:7]=1[Cl:8] |f:2.3,4.5|. Reported procedure: To a stirred solution of 2-bromo-3-chloro-5-(2-trimethylsilanyl-ethoxymethyl)-5H-pyrrolo[2,3-b]pyrazine-7-carbaldehyde (1.96 g, 5.03 mmol) in a (1:1) mixed solvent system of 1,4-dioxane:water (105 mL), were added sulfamic acid (2.93 g, 30.15 mmol), sodium chlorite (0.591 g, 6.53 mmol) and potassium dihydrogen phosphate (8.20 g, 60.3 mmol). The mixture was stirred overnight at room temperature The resulting mixture was diluted with water (50 mL) and extracted with ethyl acetate (150 mL×3). The co...